Dataset: the Open Reaction Database (ORD), a public repository of structured organic reaction records. Task: describe an organic reaction: reactants, conditions, products, and yield The reactants are C1(=CC=CC=C1)C (toluene), [Si](C)(C)(C(C)(C)C)O[C@@H](C)[C@@]1([C@H]([C@H]2O[C@]2([C@]1(C)O)CO[Si](C1=CC=CC=C1)(C1=CC=CC=C1)C(C)(C)C)NC(OCC1=CC=CC=C1)=O)NC(=O)N(C)C (Benzyl ((1R,2R,3R,4R,5R)-3-((S)-1-((tert-butyldimethylsilyl)oxy)ethyl)-5-(((tert-butyldiphenylsilyl)oxy)methyl)-3-(3,3-dimethylureido)-4-hydroxy-4-methyl-6-oxabicyclo [3.1.0]hexan-2-yl)carbamate), C(C)(=O)C=1C=C(N)C=CC1 (3-acetylaniline). The reagents and catalysts are C(F)(F)(F)S(=O)(=O)[O-].C(F)(F)(F)S(=O)(=O)[O-].C(F)(F)(F)S(=O)(=O)[O-].[Sc+3] (Sc(OTf)3). The solvent is O (H2O), CCOC(=O)C (EtOAc). Conditions: temperature 60 celsius. Yields the product C(C)(=O)C=1C=C(C=CC1)N[C@@H]1[C@]([C@]([C@]([C@H]1NC(OCC1=CC=CC=C1)=O)(NC(=O)N(C)C)[C@H](C)O[Si](C)(C)C(C)(C)C)(C)O)(O)CO[Si](C1=CC=CC=C1)(C1=CC=CC=C1)C(C)(C)C (Benzyl ((1S,2R,3R,4S,5S)-5-((3-acetylphenyl)amino)-2-((S)-1-((tert-butyldimethylsilyl)oxy)ethyl)-4-(((tert-butyldiphenylsilyl)oxy)methyl)-2-(3,3-dimethylureido)-3,4-dihydroxy-3-methylcyclopentyl)carbamate), oil, [Si](C)(C)(C(C)(C)C)O[C@@H](C)[C@@]1([C@H]([C@H]2O[C@]2([C@]1(C)O)CO[Si](C1=CC=CC=C1)(C1=CC=CC=C1)C(C)(C)C)NC(OCC1=CC=CC=C1)=O)NC(=O)N(C)C (Benzyl ((1R,2R,3R,4R,5R)-3-((S)-1-((tert-butyldimethylsilyl)oxy)ethyl)-5-(((tert-butyldiphenylsilyl)oxy)methyl)-3-(3,3-dimethylureido)-4-hydroxy-4-methyl-6-oxabicyclo [3.1.0]hexan-2-yl)carbamate). The yield is 18.0%. As a reaction SMILES: [C:1]([C:4]1[CH:5]=[C:6]([CH:8]=[CH:9][CH:10]=1)[NH2:7])(=[O:3])[CH3:2].[C:11]1([CH3:17])[CH:16]=[CH:15][CH:14]=[CH:13][CH:12]=1.[Si:18]([O:25][C@H:26]([C@@:28]1([NH:66][C:67]([N:69]([CH3:71])[CH3:70])=[O:68])[C@:33]([OH:35])([CH3:34])[C@@:32]2([CH2:36][O:37][Si:38]([C:51]([CH3:54])([CH3:53])[CH3:52])([C:45]3[CH:50]=[CH:49][CH:48]=[CH:47][CH:46]=3)[C:39]3[CH:44]=[CH:43][CH:42]=[CH:41][CH:40]=3)[C@H:30]([O:31]2)[C@@H:29]1[NH:55][C:56](=[O:65])[O:57][CH2:58][C:59]1[CH:64]=[CH:63][CH:62]=[CH:61][CH:60]=1)[CH3:27])([C:21]([CH3:24])([CH3:23])[CH3:22])([CH3:20])[CH3:19]>O.CCOC(C)=O.C(S([O-])(=O)=O)(F)(F)F.C(S([O-])(=O)=O)(F)(F)F.C(S([O-])(=O)=O)(F)(F)F.[Sc+3]>[C:1]([C:4]1[CH:5]=[C:6]([NH:7][C@H:30]2[C@H:29]([NH:55][C:56](=[O:65])[O:57][CH2:58][C:59]3[CH:60]=[CH:61][CH:62]=[CH:63][CH:64]=3)[C@:28]([C@@H:26]([O:25][Si:18]([C:21]([CH3:24])([CH3:23])[CH3:22])([CH3:19])[CH3:20])[CH3:27])([NH:66][C:67]([N:69]([CH3:70])[CH3:71])=[O:68])[C@:33]([OH:35])([CH3:34])[C@:32]2([CH2:36][O:37][Si:38]([C:51]([CH3:52])([CH3:54])[CH3:53])([C:45]2[CH:46]=[CH:47][CH:48]=[CH:49][CH:50]=2)[C:39]2[CH:40]=[CH:41][CH:42]=[CH:43][CH:44]=2)[OH:31])[CH:8]=[CH:9][CH:10]=1)(=[O:3])[CH3:2].[Si:18]([O:25][C@H:26]([C@@:28]1([NH:66][C:67]([N:69]([CH3:71])[CH3:70])=[O:68])[C@:33]([OH:35])([CH3:34])[C@@:32]2([CH2:36][O:37][Si:38]([C:51]([CH3:54])([CH3:52])[CH3:53])([C:39]3[CH:44]=[CH:43][CH:42]=[CH:41][CH:40]=3)[C:45]3[CH:46]=[CH:47][CH:48]=[CH:49][CH:50]=3)[C@H:30]([O:31]2)[C@@H:29]1[NH:55][C:56](=[O:57])[O:65][CH2:17][C:11]1[CH:16]=[CH:15][CH:14]=[CH:13][CH:12]=1)[CH3:27])([C:21]([CH3:22])([CH3:23])[CH3:24])([CH3:20])[CH3:19] |f:5.6.7.8|. Procedure details: In a nitrogen-filled glove box, a flame-dried 100-mL round-bottomed flask was charged with Sc(OTf)3 (0.38 g, 0.77 mmol, 3.0 equiv). The flask was capped with a rubber septum and removed from the glove box. Toluene (20 mL) was added and to the resulting suspension were added aniline 17 (0.35 g, 2.6 mmol, 10.0 equiv) and a toluene solution (1.5 mL) of epoxide 13 (0.20 g, 0.26 mmol, 1.0 equiv). The reaction was heated to 60° C. with vigorous stirring and maintained for 14 h. (Note: increased reacti...